describe an organic reaction: reactants, conditions, products, and yield From a dataset of the Open Reaction Database (ORD), a public repository of structured organic reaction records. Starting materials: C(C)(=O)O (acetic acid), C(C1=CC=CC=C1)=O (benzaldehyde), S1C(=NC=C1)N (thiazol-2-amine), MP-CNBH3 resin. Solvent: C(Cl)Cl.CO (DCM MeOH), C(Cl)Cl.CO (DCM MeOH), CC(=O)N(C)C (DMA). Conditions: temperature 65 celsius, time 8 hour. Yields the product C(C1=CC=CC=C1)NC=1SC=CN1 (N-Benzylthiazol-2-amine). Reaction SMILES: [CH:1](=O)[C:2]1[CH:7]=[CH:6][CH:5]=[CH:4][CH:3]=1.[S:9]1[CH:13]=[CH:12][N:11]=[C:10]1[NH2:14].C(O)(=O)C>C(Cl)Cl.CO.CC(N(C)C)=O>[CH2:1]([NH:14][C:10]1[S:9][CH:13]=[CH:12][N:11]=1)[C:2]1[CH:7]=[CH:6][CH:5]=[CH:4][CH:3]=1 |f:3.4|. Procedure: In a 20 mL vial, to a solution of benzaldehyde (40 mg, 0.38 mmol) in DCM/MeOH (1.4 mL) was added a solution of thiazol-2-amine (47 mg, 0.47 mmol) in DMA (1.8 mL). A solution of acetic acid (66 mg, 1.1 mmol) in DCM/MeOH (1.4 mL) was then added, followed by the addition of 470 mg of MP-CNBH3 resin (3 eq.; subst. 2.36 mmoles/g). The vial was capped and was then heated with shaking overnight at 65° C. The progress of the reaction was monitored by LC/MS. After completion of the reaction, the reaction... The reactants are [H-].[Al+3].[Li+].[H-].[H-].[H-] (lithium aluminum hydride), O=C1N(CCC(C1)C(=O)OCC)C1=CC=CC=C1 (Ethyl 2-oxo-1-phenylpiperidine-4-carboxylate), [Cl-].[NH4+] (ammonium chloride). The solvent is O1CCCC1 (tetrahydrofuran). Reaction conditions: temperature -78 celsius, time 1 hour. Yields the product OCC1CC(N(CC1)C1=CC=CC=C1)=O (4-(hydroxymethyl)-1-phenylpiperidin-2-one). As a reaction SMILES: [O:1]=[C:2]1[CH2:7][CH:6]([C:8](OCC)=[O:9])[CH2:5][CH2:4][N:3]1[C:13]1[CH:18]=[CH:17][CH:16]=[CH:15][CH:14]=1.[H-].[Al+3].[Li+].[H-].[H-].[H-].[Cl-].[NH4+]>O1CCCC1>[OH:9][CH2:8][CH:6]1[CH2:5][CH2:4][N:3]([C:13]2[CH:18]=[CH:17][CH:16]=[CH:15][CH:14]=2)[C:2](=[O:1])[CH2:7]1 |f:1.2.3.4.5.6,7.8|. Reported procedure: Ethyl 2-oxo-1-phenylpiperidine-4-carboxylate (0.31 g, 1.3 mmol) was dissolved in tetrahydrofuran (10 mL), cooled to −78° C. and treated with lithium aluminum hydride (0.16 mL, 2 M tetrahydrofuran solution, 3.8 mmol, 3 equiv). The mixture was warmed to −40° C., stirred for 1 hour and treated with ammonium chloride (50 mL, aqueous saturated). The aqueous layer was extracted with ethyl acetate (2×50 mL) and the combined organic extracts were dried with sodium sulfate, filtered and concentrated in v... The reactants are NC=1C=CC=C2CN(C(C12)=O)[C@H](CS(=O)(=O)C)C1=CC(=C(C=C1)OC)OCC ((1S)-7-amino-2-[1-(3-ethoxy-4-methoxy-phenyl)-2-methanesulfonyl-ethyl]-2,3-dihydro-isoindol-1-one), CN(C(=O)Cl)C (dimethylcarbamyl chloride). Yields the product C(C)OC=1C=C(C=CC1OC)[C@@H](CS(=O)(=O)C)N1CC2=CC=CC(=C2C1=O)NC(N(C)C)=O ((1S)-3-(2-[1-(3-Ethoxy-4-methoxy-phenyl)-2-methanesulfonyl-ethyl]-3-oxo-2,3,dihydro-1H-isoindol-4-yl}-1,1-dimethyl-urea). The yield is 49.1%. RXN SMILES: [NH2:1][C:2]1[CH:3]=[CH:4][CH:5]=[C:6]2[C:10]=1[C:9](=[O:11])[N:8]([C@@H:12]([C:18]1[CH:23]=[CH:22][C:21]([O:24][CH3:25])=[C:20]([O:26][CH2:27][CH3:28])[CH:19]=1)[CH2:13][S:14]([CH3:17])(=[O:16])=[O:15])[CH2:7]2.[CH3:29][N:30]([CH3:34])[C:31](Cl)=[O:32]>>[CH2:27]([O:26][C:20]1[CH:19]=[C:18]([C@H:12]([N:8]2[C:9](=[O:11])[C:10]3[C:6](=[CH:5][CH:4]=[CH:3][C:2]=3[NH:1][C:31](=[O:32])[N:30]([CH3:34])[CH3:29])[CH2:7]2)[CH2:13][S:14]([CH3:17])(=[O:15])=[O:16])[CH:23]=[CH:22][C:21]=1[O:24][CH3:25])[CH3:28]. Procedure: A mixture of (1S)-7-amino-2-[1-(3-ethoxy-4-methoxy-phenyl)-2-methanesulfonyl-ethyl]-2,3-dihydro-isoindol-1-one (0.5 g, 1.2 mmol) and dimethylcarbamyl chloride (0.6 mL, 6.5 mmol) was heated to reflux for 2 hours. The solvent was removed in vacuo. The residue was extracted with methylene chloride (50 mL) and sodium hydrogen carbonate (sat, 50 mL). The organic layer was washed with brine (50 mL) and dried over MgSO4. The solvent was removed in vacuo, and the residue was purified with prep HPLC to g... The reactants are Cl.NO (hydroxylamine hydrochloride), CN1CCOCC1 (N-methylmorpholine), CN(C(=O)CC(C(=O)O)(C(C)C)NS(=O)(=O)C1=CC=C(C=C1)OC)C (dimethylcarbamoylmethyl(4-methoxybenzenesulfonyl)amino-3-methylbutyric acid), O.ON1N=NC2=C1C=CC=C2 (1-hydroxybenztriazole hydrate), Cl.CN(CCCN=C=NCC)C (1-(3-dimethylaminopropyl)-3-ethylcarbodiimide hydrochloride). Run in CN(C=O)C (dimethylformamide). Reaction conditions: time 30 minute. Yields the product CN(C(=O)CN(C(C(=O)NO)C(C)C)S(=O)(=O)C1=CC=C(C=C1)OC)C (2-[dimethylcarbamoylmethyl(4-methoxybenzenesulfonyl)amino]-N-hydroxy-3-methylbutyramide). Reaction SMILES: CN(C)C(C[C:6]([NH:13][S:14]([C:17]1[CH:22]=[CH:21][C:20]([O:23][CH3:24])=[CH:19][CH:18]=1)(=[O:16])=[O:15])([CH:10]([CH3:12])[CH3:11])[C:7]([OH:9])=O)=O.O.[OH:27][N:28]1C2C=CC=CC=2N=N1.Cl.[CH3:38][N:39]([CH3:48])[CH2:40][CH2:41]CN=C=NCC.Cl.NO.CN1CC[O:56]CC1>CN(C)C=O>[CH3:38][N:39]([CH3:48])[C:40]([CH2:41][N:13]([S:14]([C:17]1[CH:18]=[CH:19][C:20]([O:23][CH3:24])=[CH:21][CH:22]=1)(=[O:15])=[O:16])[CH:6]([CH:10]([CH3:11])[CH3:12])[C:7]([NH:28][OH:27])=[O:9])=[O:56] |f:1.2,3.4,5.6|. Procedure: To a solution of dimethylcarbamoylmethyl(4-methoxybenzenesulfonyl)amino-3-methylbutyric acid (1.42 grams, 3.81 mmol) and 1-hydroxybenztriazole hydrate (687 mg, 4.48 mmol) in dry dimethylformamide (7 mL) was added 1-(3-dimethylaminopropyl)-3-ethylcarbodiimide hydrochloride (974 mg, 5.08 mmol). After stirring for 30 minutes, hydroxylamine hydrochloride (1.17 grams, 16.8 mmol) and then N-methylmorpholine (2.8 mL, 25.5 mmol) were added. The mixture was stirred at room temperature overnight and then ... The reactants are Intermediate 20, BrC=1C=C(C=CC1C)S(=O)(=O)N(C)CCCN(C)C (3-bromo-N-(3-dimethylamino-propyl)-4,N-dimethyl-benzenesulfonamide), BrC=1C=C(C=CC1C)S(=O)(=O)N(C)CCCN(C)C (3-bromo-N-(3-dimethylamino-propyl)-4,N-dimethyl-benzenesulfonamide), C(C)(C)(C)OC(COC1=C(C=C(C=C1)Cl)C#C)=O (tert-butyl(4-chloro-2-ethynylphenoxy)acetate), C(C)(C)(C)OC(COC1=C(C=C(C=C1)Cl)C#C)=O (tert-butyl(4-chloro-2-ethynylphenoxy)acetate). Yields the product C(C)(C)(C)OC(COC1=C(C=C(C=C1)Cl)C#CC1=C(C=CC(=C1)S(=O)(=O)N(C)CCCN(C)C)C)=O (tert-butyl{4-chloro-2-[(5-{[[3-(dimethylamino)propyl](methyl)amino]sulfonyl}-2-methylphenyl)ethynyl]phenoxy}acetate). RXN SMILES: [C:1]([O:5][C:6](=[O:18])[CH2:7][O:8][C:9]1[CH:14]=[CH:13][C:12]([Cl:15])=[CH:11][C:10]=1[C:16]#[CH:17])([CH3:4])([CH3:3])[CH3:2].Br[C:20]1[CH:21]=[C:22]([S:27]([N:30]([CH2:32][CH2:33][CH2:34][N:35]([CH3:37])[CH3:36])[CH3:31])(=[O:29])=[O:28])[CH:23]=[CH:24][C:25]=1[CH3:26]>>[C:1]([O:5][C:6](=[O:18])[CH2:7][O:8][C:9]1[CH:14]=[CH:13][C:12]([Cl:15])=[CH:11][C:10]=1[C:16]#[C:17][C:20]1[CH:21]=[C:22]([S:27]([N:30]([CH2:32][CH2:33][CH2:34][N:35]([CH3:36])[CH3:37])[CH3:31])(=[O:29])=[O:28])[CH:23]=[CH:24][C:25]=1[CH3:26])([CH3:4])([CH3:3])[CH3:2]. Reported procedure: Following the general method as outlined in Intermediate 20, starting from (4-chloro-2-ethynyl-phenoxy)-acetic acid tert-butyl ester (Intermediate 3) and 3-bromo-N-(3-dimethylamino-propyl)-4,N-dimethyl-benzenesulfonamide (Intermediate 151), the title compound was obtained after purification by preparative HPLC. The reactants are OC1=CC=C(C=O)C=C1 (4-hydroxybenzaldehyde), ICCCCCCC (1-iodoheptane), CC(C)(C)[N+](=O)[O-] (2-methyl-2-nitropropane). Product: C(CCCCCC)OC1=CC=C(C=C1)C=[N+]([O-])C(C)(C)C (α-(4-Heptyloxyphenyl)-N-tert-butylnitrone). RXN SMILES: [OH:1][C:2]1[CH:9]=[CH:8][C:5]([CH:6]=O)=[CH:4][CH:3]=1.I[CH2:11][CH2:12][CH2:13][CH2:14][CH2:15][CH2:16][CH3:17].[CH3:18][C:19]([N+:22]([O-])=[O:23])([CH3:21])[CH3:20]>>[CH2:11]([O:1][C:2]1[CH:9]=[CH:8][C:5]([CH:6]=[N+:22]([C:19]([CH3:21])([CH3:20])[CH3:18])[O-:23])=[CH:4][CH:3]=1)[CH2:12][CH2:13][CH2:14][CH2:15][CH2:16][CH3:17]. Procedure details: The title compound was prepared according to the procedure described in Example 2 using 4-hydroxybenzaldehyde, 1-iodoheptane and 2-methyl-2-nitropropane. The title compound was isolated in 60% overall yield as a solid, m.p. 68.5° C. Reported procedure: 1-naphthol (5) was heated with twice its weight of KHCO3 at 200° C. for 5 hours (stainless steel bomb) whereby 1-hydroxy-2-naphthoic acid (9) was obtained in a yield of 60%. 1-Hydroxy-2-naphthoic acid (9) was treated with methyl chloroformate and triethylamine in THF, followed by sodium borohydride reduction, whereby 2-methyl-naphthol (I) was produced in a yield of 80%. The product is CC1=C(C2=CC=CC=C2C=C1)O (2-methyl-naphthol). RXN SMILES: C1(O)C2C(=CC=CC=2)C=CC=1.[OH:12][C:13]1[C:22]2[C:17](=[CH:18][CH:19]=[CH:20][CH:21]=2)[CH:16]=[CH:15][C:14]=1[C:23](O)=O.ClC(OC)=O.[BH4-].[Na+]>C1COCC1.C(N(CC)CC)C>[CH3:23][C:14]1[CH:15]=[CH:16][C:17]2[C:22](=[CH:21][CH:20]=[CH:19][CH:18]=2)[C:13]=1[OH:12] |f:3.4|. The yield is 80.0%. Starting materials: C1(=CC=CC2=CC=CC=C12)O (1-naphthol), KHCO3, stainless steel, OC1=C(C=CC2=CC=CC=C12)C(=O)O (1-hydroxy-2-naphthoic acid), [BH4-].[Na+] (sodium borohydride), OC1=C(C=CC2=CC=CC=C12)C(=O)O (1-hydroxy-2-naphthoic acid), ClC(=O)OC (methyl chloroformate). Solvent: C1CCOC1 (THF), C(C)N(CC)CC (triethylamine).